This data is from the Open Reaction Database (ORD), a public repository of structured organic reaction records. The task is: describe an organic reaction: reactants, conditions, products, and yield The reactants are Cc1ccc(-c2nc3sc4ccccc4n3c2CC(=O)O)s1, CCCN, C1CCOC1. Yields the product CCCNC(=O)Cc1c(-c2ccc(C)s2)nc2sc3ccccc3n12. As a reaction SMILES: [CH3:1][c:2]1[cH:3][cH:4][c:5](-[c:7]2[n:8][c:9]3[s:10][c:11]4[c:12]([n:13]3[c:14]2[CH2:15][C:16](=[O:17])[OH:18])[cH:19][cH:20][cH:21][cH:22]4)[s:6]1.[CH3:23][CH2:24][CH2:25][NH2:26].[O:27]1[CH2:28][CH2:29][CH2:30][CH2:31]1>>[CH3:1][c:2]1[cH:3][cH:4][c:5](-[c:7]2[n:8][c:9]3[s:10][c:11]4[c:12]([n:13]3[c:14]2[CH2:15][C:16](=[O:17])[NH:26][CH2:25][CH2:24][CH3:23])[cH:19][cH:20][cH:21][cH:22]4)[s:6]1. Yields the product FC1=CC=C(OC2=CC=C(C=C2)C=2C=C(C(=O)O)C=C(N2)C)C=C1 (2-(4-(4-fluorophenoxy)phenyl)-6-methylisonicotinic acid). Isolated yield 81.8%. RXN SMILES: Cl[C:2]1[CH:3]=[C:4]([CH:9]=[C:10]([CH3:12])[N:11]=1)[C:5]([O:7]C)=[O:6].B(O)O.[F:16][C:17]1[CH:37]=[CH:36][C:20]([O:21][C:22]2[CH:27]=[CH:26][C:25](CC(C(O)(C)C)(C)O)=[CH:24][CH:23]=2)=[CH:19][CH:18]=1.C(=O)([O-])[O-].[Na+].[Na+].COCCOC>CCOC(C)=O.Cl[Pd](Cl)([P](C1C=CC=CC=1)(C1C=CC=CC=1)C1C=CC=CC=1)[P](C1C=CC=CC=1)(C1C=CC=CC=1)C1C=CC=CC=1.O.CCO>[F:16][C:17]1[CH:37]=[CH:36][C:20]([O:21][C:22]2[CH:27]=[CH:26][C:25]([C:2]3[CH:3]=[C:4]([CH:9]=[C:10]([CH3:12])[N:11]=3)[C:5]([OH:7])=[O:6])=[CH:24][CH:23]=2)=[CH:19][CH:18]=1 |f:1.2,3.4.5,^1:58,77|. Reagents/catalysts: Cl[Pd]([P](C1=CC=CC=C1)(C2=CC=CC=C2)C3=CC=CC=C3)([P](C4=CC=CC=C4)(C5=CC=CC=C5)C6=CC=CC=C6)Cl (PdCl2(PPh3)2). Procedure details: A 100 mL round bottom flask was charged with methyl 2-chloro-6-methylisonicotinate (3 g, 16.2 mmol), 2-[4-(4-fluoro-phenoxy)-phenyl pinacol boronate (5.1 g, 16.2 mmol), sodium carbonate (3.43 g, 32.4 mmol), PdCl2(PPh3)2 (569 mg, 0.81 mmol), DME (10 mL), EtOH (5 mL), and water (10 mL). The reaction mixture was heated to 80° C. for 16 h. The reaction mixture was then diluted with EtOAc (200 mL) and washed with 1M aq. HCl (2×200 mL). The organic layer was dried over MgSO4 and concentrated to a thic... Starting materials: ClC=1C=C(C(=O)OC)C=C(N1)C (methyl 2-chloro-6-methylisonicotinate), B(O)O.FC1=CC=C(OC2=CC=C(C=C2)CC(O)(C)C(C)(C)O)C=C1 (4-(4-fluoro-phenoxy)-phenyl pinacol boronate), C([O-])([O-])=O.[Na+].[Na+] (sodium carbonate), COCCOC (DME). Solvent: CCOC(=O)C (EtOAc), O (water), CCO (EtOH). Conditions: temperature 80 celsius. Reactants: C(C)(=O)NC1=CC(=C(C(=O)NCC2CN(CCO2)CC2=CC=C(C=C2)F)C=C1)OCC (4-acetylamino-2-ethoxy-N-[[4-(4-fluorobenzyl)-2-morpholinyl]methyl]benzamide), ClN1C(CCC1=O)=O (N-chlorosuccinimide), ice water. The solvent is CN(C=O)C (dimethylformamide). Reaction conditions: temperature 70 celsius, time 2 hour. Product: C(C)(=O)NC1=CC(=C(C(=O)NCC2CN(CCO2)CC2=CC=C(C=C2)F)C=C1Cl)OCC (4-acetylamino-5-chloro-2-ethoxy-N-[[4-(4-fluorobenzyl)-2-morpholinyl]methyl]benzamide). The yield is 71.7%. RXN SMILES: [C:1]([NH:4][C:5]1[CH:28]=[CH:27][C:8]([C:9]([NH:11][CH2:12][CH:13]2[O:18][CH2:17][CH2:16][N:15]([CH2:19][C:20]3[CH:25]=[CH:24][C:23]([F:26])=[CH:22][CH:21]=3)[CH2:14]2)=[O:10])=[C:7]([O:29][CH2:30][CH3:31])[CH:6]=1)(=[O:3])[CH3:2].[Cl:32]N1C(=O)CCC1=O>CN(C)C=O>[C:1]([NH:4][C:5]1[C:28]([Cl:32])=[CH:27][C:8]([C:9]([NH:11][CH2:12][CH:13]2[O:18][CH2:17][CH2:16][N:15]([CH2:19][C:20]3[CH:25]=[CH:24][C:23]([F:26])=[CH:22][CH:21]=3)[CH2:14]2)=[O:10])=[C:7]([O:29][CH2:30][CH3:31])[CH:6]=1)(=[O:3])[CH3:2]. Procedure details: To a stirred solution of 4-acetylamino-2-ethoxy-N-[[4-(4-fluorobenzyl)-2-morpholinyl]methyl]benzamide (4.0 g) in dimethylformamide (20 ml) is N-chlorosuccinimide (1.3 g), and the resulting mixture is stirred at 70° C. for 2 hours. The reaction mixture is poured into ice-water and extracted with diethyl ether. The organic layer is washed successively with water and saturated aqueous sodium chloride solution, dried over magnesium sulfate, and evaporated. The residue is recrystallized from acetone ... The reactants are CC(Br)c1ccc(C(=O)c2ccc(Cl)s2)cc1, N#C[Na], C1COCCO1, O. Yields the product CC(C#N)c1ccc(C(=O)c2ccc(Cl)s2)cc1. RXN SMILES: [Cl:1][c:2]1[cH:3][cH:4][c:5]([C:7](=[O:8])[c:9]2[cH:10][cH:11][c:12]([CH:15]([CH3:16])[Br:17])[cH:13][cH:14]2)[s:6]1.[Na:18][C:19]#[N:20].[O:22]1[CH2:23][CH2:24][O:25][CH2:26][CH2:27]1.[OH2:21]>>[Cl:1][c:2]1[cH:3][cH:4][c:5]([C:7](=[O:8])[c:9]2[cH:10][cH:11][c:12]([CH:15]([CH3:16])[C:19]#[N:20])[cH:13][cH:14]2)[s:6]1. The reactants are O=C([O-])[O-], BrCc1ccccc1, CCNCC1OCc2ccc(S(C)(=O)=O)cc2O1, CCOC(C)=O, [K+], [K+]. Yields the product CCN(Cc1ccccc1)CC1OCc2ccc(S(C)(=O)=O)cc2O1. As a reaction SMILES: [C:27](=[O:28])([O-:29])[O-:30].[CH2:19]([c:20]1[cH:21][cH:22][cH:23][cH:24][cH:25]1)[Br:26].[CH3:1][S:2](=[O:3])(=[O:4])[c:5]1[cH:6][cH:7][c:8]2[c:9]([cH:18]1)[O:10][CH:11]([CH2:14][NH:15][CH2:16][CH3:17])[O:12][CH2:13]2.[CH3:33][CH2:34][O:35][C:36]([CH3:37])=[O:38].[K+:31].[K+:32]>>[CH3:1][S:2](=[O:3])(=[O:4])[c:5]1[cH:6][cH:7][c:8]2[c:9]([cH:18]1)[O:10][CH:11]([CH2:14][N:15]([CH2:16][CH3:17])[CH2:19][c:20]1[cH:21][cH:22][cH:23][cH:24][cH:25]1)[O:12][CH2:13]2. Reported procedure: A mixture of 2-bromo-5-fluoro-benzaldehyde (3.00 g, 14.8 mmol), piperazine-1-carboxylic acid tert-butyl ester (2.75 g, 14.8 mmol) and sodium triacetoxyborohydride (4.38 g, 20.7 mmol) was prepared in DCE (80 mL) and stirred at RT for 3 hours. The reaction mixture was diluted with DCM (100 mL), and then washed with a mixture of saturated aqueous solution of Na2CO3 (100 mL) and water (50 mL). The aqueous layer was extracted with DCM (100 mL). The organic layers were combined, dried (Na2SO4) and con... Conditions: time 3 hour. Isolated yield 93.0%. As a reaction SMILES: [Br:1][C:2]1[CH:9]=[CH:8][C:7]([F:10])=[CH:6][C:3]=1[CH:4]=O.[C:11]([O:15][C:16]([N:18]1[CH2:23][CH2:22][NH:21][CH2:20][CH2:19]1)=[O:17])([CH3:14])([CH3:13])[CH3:12].C(O[BH-](OC(=O)C)OC(=O)C)(=O)C.[Na+]>ClCCCl.C(Cl)Cl>[C:11]([O:15][C:16]([N:18]1[CH2:23][CH2:22][N:21]([CH2:4][C:3]2[CH:6]=[C:7]([F:10])[CH:8]=[CH:9][C:2]=2[Br:1])[CH2:20][CH2:19]1)=[O:17])([CH3:14])([CH3:12])[CH3:13] |f:2.3|. Starting materials: BrC1=C(C=O)C=C(C=C1)F (2-bromo-5-fluoro-benzaldehyde), C(C)(C)(C)OC(=O)N1CCNCC1 (piperazine-1-carboxylic acid tert-butyl ester), C(C)(=O)O[BH-](OC(C)=O)OC(C)=O.[Na+] (sodium triacetoxyborohydride). Product: C(C)(C)(C)OC(=O)N1CCN(CC1)CC1=C(C=CC(=C1)F)Br (4-(2-bromo-5-fluoro-benzyl)-piperazine-1-carboxylic acid tert-butyl ester), powder. Run in ClCCCl (DCE), C(Cl)Cl (DCM).